The task is: describe an organic reaction: reactants, conditions, products, and yield. This data is from the Open Reaction Database (ORD), a public repository of structured organic reaction records. The reactants are S1C(=NC2=C1C=CC=C2)CC#N (2-(Benzothiazol-2-yl)acetonitrile), S(O)(O)(=O)=O (sulfuric acid), ice water. Run at time 4 hour. Product: S1C(=NC2=C1C=CC=C2)CC(=O)N (2-(benzothiazol-2-yl)acetamide). RXN SMILES: [S:1]1[C:5]2[CH:6]=[CH:7][CH:8]=[CH:9][C:4]=2[N:3]=[C:2]1[CH2:10][C:11]#[N:12].S(=O)(=O)(O)[OH:14]>>[S:1]1[C:5]2[CH:6]=[CH:7][CH:8]=[CH:9][C:4]=2[N:3]=[C:2]1[CH2:10][C:11]([NH2:12])=[O:14]. Procedure details: 2-(Benzothiazol-2-yl)acetonitrile (2.05 g, 12 mmol) was added in portions to stirred concentrated sulfuric acid (5 mL) over 10 min. The mixture was stirred for 4 hr, then poured over ice/water. The precipitate that formed was extracted into EA and washed with brine, then the organic phase was dried over magnesium sulfate and the solvent removed under vacuum to give 2-(benzothiazol-2-yl)acetamide (1.02 g) as an orange solid.